This data is from the Open Reaction Database (ORD), a public repository of structured organic reaction records. The task is: describe an organic reaction: reactants, conditions, products, and yield Yields the product FC(CCCCN1N=C(C=C1)NC(\C=C\C1=CC=C(C=C1)C(F)(F)F)=O)(C)F ((E)-N-[1-(5,5-Difluoro-hexyl)-1H-pyrazol-3-yl]-3-(4-trifluoromethyl-phenyl)-acrylamide). Reaction SMILES: [F:1][C:2]([F:14])([CH3:13])[CH2:3][CH2:4][CH2:5][CH2:6][N:7]1[CH:11]=[CH:10][C:9]([NH2:12])=[N:8]1.[F:15][C:16]([F:29])([F:28])[C:17]1[CH:22]=[CH:21][C:20](/[CH:23]=[CH:24]/[C:25](O)=[O:26])=[CH:19][CH:18]=1>>[F:14][C:2]([F:1])([CH3:13])[CH2:3][CH2:4][CH2:5][CH2:6][N:7]1[CH:11]=[CH:10][C:9]([NH:12][C:25](=[O:26])/[CH:24]=[CH:23]/[C:20]2[CH:19]=[CH:18][C:17]([C:16]([F:28])([F:29])[F:15])=[CH:22][CH:21]=2)=[N:8]1. Starting materials: FC(CCCCN1N=C(C=C1)N)(C)F (1-(5,5-difluoro-hexyl)-1H-pyrazol-3-ylamine), FC(C1=CC=C(C=C1)/C=C/C(=O)O)(F)F ((E)-3-(4-trifluoromethyl-phenyl)-acrylic acid), 05b. Procedure: Following general procedure B, starting from 1-(5,5-difluoro-hexyl)-1H-pyrazol-3-ylamine and (E)-3-(4-trifluoromethyl-phenyl)-acrylic acid. LC-MS-conditions 05b: tR=1.16 min; [M+H]+=402.11. The reactants are COCCO, CC(=O)NC1CCCCC1Nc1nc(Cl)ncc1Cl, Cl, CC1(C)CCC(=O)Nc2ccc(N)cc21, C1COCCO1. Product: CC(=O)NC1CCCCC1Nc1nc(Nc2ccc3c(c2)C(C)(C)CCC(=O)N3)ncc1Cl. RXN SMILES: [CH3:42][O:43][CH2:44][CH2:45][OH:46].[Cl:1][c:2]1[n:3][cH:4][c:5]([Cl:19])[c:6]([NH:8][CH:9]2[CH:10]([NH:15][C:16]([CH3:17])=[O:18])[CH2:11][CH2:12][CH2:13][CH2:14]2)[n:7]1.[ClH:35].[NH2:20][c:21]1[cH:22][c:23]2[c:24]([cH:33][cH:34]1)[NH:25][C:26](=[O:32])[CH2:27][CH2:28][C:29]2([CH3:30])[CH3:31].[O:36]1[CH2:37][CH2:38][O:39][CH2:40][CH2:41]1>>[c:2]1([NH:20][c:21]2[cH:22][c:23]3[c:24]([cH:33][cH:34]2)[NH:25][C:26](=[O:32])[CH2:27][CH2:28][C:29]3([CH3:30])[CH3:31])[n:3][cH:4][c:5]([Cl:19])[c:6]([NH:8][CH:9]2[CH:10]([NH:15][C:16]([CH3:17])=[O:18])[CH2:11][CH2:12][CH2:13][CH2:14]2)[n:7]1.